From a dataset of the Open Reaction Database (ORD), a public repository of structured organic reaction records. describe an organic reaction: reactants, conditions, products, and yield Reactants: CC(C)C(CS(=O)(=O)N1CCC(=Cc2ccc(Cl)cc2)CC1)C(=O)OC(C)(C)C, CN(C)C=O, O=C(Cl)C(=O)Cl, ClCCl, NO, C1CCOC1, O. The product is CC(C)C(CS(=O)(=O)N1CCC(=Cc2ccc(Cl)cc2)CC1)C(=O)NO. As a reaction SMILES: [C:1]([CH3:3])([CH3:4])([O:5][C:6](=[O:2])[CH:7]([CH:8]([CH3:9])[CH3:10])[CH2:11][S:12](=[O:13])(=[O:14])[N:15]1[CH2:16][CH2:17][C:18](=[CH:21][c:22]2[cH:23][cH:24][c:25]([Cl:28])[cH:26][cH:27]2)[CH2:19][CH2:20]1)[CH3:29].[CH3:42][N:43]([CH3:44])[CH:45]=[O:46].[Cl:30][C:31]([C:32]([Cl:33])=[O:34])=[O:35].[Cl:39][CH2:40][Cl:41].[NH2:36][OH:37].[O:47]1[CH2:48][CH2:49][CH2:50][CH2:51]1.[OH2:38]>>[O:5]=[C:6]([CH:7]([CH:8]([CH3:9])[CH3:10])[CH2:11][S:12](=[O:13])(=[O:14])[N:15]1[CH2:16][CH2:17][C:18](=[CH:21][c:22]2[cH:23][cH:24][c:25]([Cl:28])[cH:26][cH:27]2)[CH2:19][CH2:20]1)[NH:36][OH:37].